Task: describe an organic reaction: reactants, conditions, products, and yield. Dataset: the Open Reaction Database (ORD), a public repository of structured organic reaction records Starting materials: N1CCNCC1 (piperazine), C1(=CC=CC=C1)S(=O)(=O)C=1C(=NN2C1N=C(C=C2Cl)C)CC (3-benzenesulphonyl-7-chloro-2-ethyl-5-methyl-pyrazolo[1,5-a]pyrimidine). Run in CN(C)C=O (DMF), CN(C)C=O (DMF). Reaction conditions: time 2 hour. The product is C1(=CC=CC=C1)S(=O)(=O)C=1C(=NN2C1N=C(C=C2N2CCNCC2)C)CC (3-benzenesulphonyl-2-ethyl-5-methyl-7-piperazin-1-yl-pyrazolo[1,5-a]pyrimidine). Isolated yield 27.7%. Reaction SMILES: [NH:1]1[CH2:6][CH2:5][NH:4][CH2:3][CH2:2]1.[C:7]1([S:13]([C:16]2[C:17]([CH2:27][CH3:28])=[N:18][N:19]3[C:24](Cl)=[CH:23][C:22]([CH3:26])=[N:21][C:20]=23)(=[O:15])=[O:14])[CH:12]=[CH:11][CH:10]=[CH:9][CH:8]=1>CN(C=O)C>[C:7]1([S:13]([C:16]2[C:17]([CH2:27][CH3:28])=[N:18][N:19]3[C:24]([N:1]4[CH2:6][CH2:5][NH:4][CH2:3][CH2:2]4)=[CH:23][C:22]([CH3:26])=[N:21][C:20]=23)(=[O:15])=[O:14])[CH:8]=[CH:9][CH:10]=[CH:11][CH:12]=1. Procedure details: 0.64 g (7.4 mmol) of piperazine in 10 ml of DMF was added to a solution of 1.0 g (3 mmol) of 3-benzenesulphonyl-7-chloro-2-ethyl-5-methyl-pyrazolo[1,5-a]pyrimidine in 10 ml of DMF and stirred at 60° for 2 hrs. The DMF was evaporated in a high vacuum, the residue was partitioned between 2N NaOH and CH2Cl2. The aqueous phase was extracted three times with 50 ml of CH2Cl2 and the combined organic phases were dried (MgSO4), filtered and evaporated. Subsequent chromatography (SiO2, CH2Cl2/MeOH 9:1) a...